From a dataset of the Open Reaction Database (ORD), a public repository of structured organic reaction records. describe an organic reaction: reactants, conditions, products, and yield The reactants are C(C)(=S)[O-].[K+] (potassium thioacetate), ICCCNC1=CC=C(C=C1)C(C(C)(CC1=CC=CC=C1)N(C)C)=O (1-[4-(3-Iodopropylamino)phenyl]-2-dimethylamino-2-benzyl-propan-1-one), O (water). The solvent is CC(=O)N(C)C (dimethylacetamide). Run at temperature 50 celsius, time 2 hour. Yields the product SCCCNC1=CC=C(C=C1)C(C(C)(CC1=CC=CC=C1)N(C)C)=O (1-[4-(3-Mercaptopropylamino)phenyl]-2-dimethylamino-2-benzyl-propan-1-one). As a reaction SMILES: I[CH2:2][CH2:3][CH2:4][NH:5][C:6]1[CH:11]=[CH:10][C:9]([C:12](=[O:25])[C:13]([N:22]([CH3:24])[CH3:23])([CH2:15][C:16]2[CH:21]=[CH:20][CH:19]=[CH:18][CH:17]=2)[CH3:14])=[CH:8][CH:7]=1.C([O-])(=[S:28])C.[K+].O>CC(N(C)C)=O>[SH:28][CH2:2][CH2:3][CH2:4][NH:5][C:6]1[CH:11]=[CH:10][C:9]([C:12](=[O:25])[C:13]([N:22]([CH3:24])[CH3:23])([CH2:15][C:16]2[CH:21]=[CH:20][CH:19]=[CH:18][CH:17]=2)[CH3:14])=[CH:8][CH:7]=1 |f:1.2|. Procedure details: 6.6 g (0.015 mol) of 1-[4-(3-Iodopropylamino)phenyl]-2-dimethylamino-2-benzyl-propan-1-one are dissolved in 50 ml of dimethylacetamide. To the solution are added 2.42 g of potassium thioacetate and heated up to 50° C. After the reaction mixture is stirred at 50° C. for 2 h, it is poured into 100 ml of water and extracted with ethyl acetate. The organic phase is washed with water and saturated sodium chloride solution, and dried over MgSO4. After distilling off the ethyl acetate, the residue is d...